This data is from the Open Reaction Database (ORD), a public repository of structured organic reaction records. The task is: describe an organic reaction: reactants, conditions, products, and yield Reactants: ClC(=O)OCC(C)C (isobutyl chloroformate), CN1CCOCC1 (N-methyl morpholine), N([C@@H](CC(C)C)C(=O)N(OC)C)N.Cl (HCl.H2N-Leu-N(OMe)Me), N([C@@H](C)C(=O)O)C(=O)OC(C)(C)C (Boc-Ala-OH), CN1CCOCC1 (N-methyl morpholine). The solvent is C1CCOC1 (THF), O1CCOCC1 (1,4-dioxane), C1CCOC1 (THF). Reaction conditions: time 1 hour. Product: CN(OC)C([C@@H](NC([C@@H](N(N)C(=O)OC(C)(C)C)C)=O)CC(C)C)=O (N,O-dimethyl (tert-butoxycarbonyl amino-L-alanyl-L-leucyl) hydroxylamine). Reaction SMILES: [NH:1]([C:7]([O:9][C:10]([CH3:13])([CH3:12])[CH3:11])=[O:8])[C@H:2]([C:4]([OH:6])=O)[CH3:3].C[N:15]1CCOCC1.ClC(OCC(C)C)=O.[NH:29](N)[C@H:30]([C:35]([N:37]([CH3:40])[O:38][CH3:39])=[O:36])[CH2:31][CH:32]([CH3:34])[CH3:33].Cl>C1COCC1.O1CCOCC1>[CH3:40][N:37]([C:35](=[O:36])[C@H:30]([CH2:31][CH:32]([CH3:33])[CH3:34])[NH:29][C:4](=[O:6])[C@H:2]([CH3:3])[N:1]([C:7]([O:9][C:10]([CH3:13])([CH3:12])[CH3:11])=[O:8])[NH2:15])[O:38][CH3:39] |f:3.4|. Procedure: A solution of Boc-Ala-OH (46 mmol) and N-methyl morpholine (46 mmol) in THF (20 ml) was added to a pre cooled solution of isobutyl chloroformate (46 mmol) in THF (30 ml) under nitrogen at between -10 and -15° C. over 30 minutes. The reaction was stirred at -10° C. for 1 hour after which time a solution of N-methyl morpholine (46 mmol) and HCl.H2N-Leu-N(OMe)Me (41.8 mmol) in 1,4-dioxane (20 ml) was added drop wise slowly. The reaction was left for 1 hour at -10° C. and then allowed to warm up to ...